This data is from the Open Reaction Database (ORD), a public repository of structured organic reaction records. The task is: describe an organic reaction: reactants, conditions, products, and yield The reactants are CI (Methyl iodide), C(CCCCCCC)C=1C=NC(=NC1)C1=CC=C(C=C1)OC[C@@H](COCC(F)(F)OC(C(OC(C(C(C(F)(F)F)(F)F)(F)F)(F)F)(F)F)(F)F)O (5-octyl-2-[4-((R)-2-hydroxy-3-(2-(2-(nonafluorobutoxy)tetrafluoroethoxy)-2,2,-difluoroethoxy)propoxy)phenyl]pyrimidine), [H-].[Na+] (sodium hydride). Run in CN(C=O)C (dimethyl formamide), O (water). Conditions: time 10 hour. Yields the product C(CCCCCCC)C=1C=NC(=NC1)C1=CC=C(C=C1)OC[C@@H](COCC(F)(F)OC(C(OC(C(C(C(F)(F)F)(F)F)(F)F)(F)F)(F)F)(F)F)OC (5-Octyl-2-[4-((R)-2-methoxy-3-(2-(2-(nonafluorobutoxy)tetrafluoroethoxy)-2,2,-difluoroethoxy)propoxy)phenyl]pyrimidine). Reaction SMILES: [CH3:1]I.[CH2:3]([C:11]1[CH:12]=[N:13][C:14]([C:17]2[CH:22]=[CH:21][C:20]([O:23][CH2:24][C@H:25]([OH:53])[CH2:26][O:27][CH2:28][C:29]([O:32][C:33]([F:52])([F:51])[C:34]([F:50])([F:49])[O:35][C:36]([F:48])([F:47])[C:37]([F:46])([F:45])[C:38]([F:44])([F:43])[C:39]([F:42])([F:41])[F:40])([F:31])[F:30])=[CH:19][CH:18]=2)=[N:15][CH:16]=1)[CH2:4][CH2:5][CH2:6][CH2:7][CH2:8][CH2:9][CH3:10].[H-].[Na+]>CN(C)C=O.O>[CH2:3]([C:11]1[CH:16]=[N:15][C:14]([C:17]2[CH:18]=[CH:19][C:20]([O:23][CH2:24][C@H:25]([O:53][CH3:1])[CH2:26][O:27][CH2:28][C:29]([O:32][C:33]([F:52])([F:51])[C:34]([F:49])([F:50])[O:35][C:36]([F:47])([F:48])[C:37]([F:45])([F:46])[C:38]([F:43])([F:44])[C:39]([F:40])([F:41])[F:42])([F:30])[F:31])=[CH:21][CH:22]=2)=[N:13][CH:12]=1)[CH2:4][CH2:5][CH2:6][CH2:7][CH2:8][CH2:9][CH3:10] |f:2.3|. Reported procedure: Methyl iodide (1.1 g, 7.76 mmol) was added to a solution of 5-octyl-2-[4-((R)-2-hydroxy-3-(2-(2-(nonafluorobutoxy)tetrafluoroethoxy)-2,2,-difluoroethoxy)propoxy)phenyl]pyrimidine (Example 4, 1.5 g, 1.94 mmol) and sodium hydride (116 mg, 60 weight percent in oil, 2.91 mmol) in dimethyl formamide (10 ml). The resulting mixture was stirred at room temperature for 10 hours, was diluted with 50 ml of water, and was extracted with three 50 ml aliquots of diethyl ether. The organic extracts were dried ... Starting materials: COCCO, COc1ccc(N2CCOCC2)c2sc(NC(=O)c3ccc(Cl)nc3)nc12, [H-], [Na+], C1COCCO1, CN(C)C=O. The product is COCCOc1ccc(C(=O)Nc2nc3c(OC)ccc(N4CCOCC4)c3s2)cn1. As a reaction SMILES: [CH3:30][O:31][CH2:32][CH2:33][OH:34].[Cl:1][c:2]1[n:3][cH:4][c:5]([C:6](=[O:7])[NH:8][c:9]2[s:10][c:11]3[c:12]([n:13]2)[c:14]([O:24][CH3:25])[cH:15][cH:16][c:17]3[N:18]2[CH2:19][CH2:20][O:21][CH2:22][CH2:23]2)[cH:26][cH:27]1.[H-:28].[Na+:29].[O:35]1[CH2:36][CH2:37][O:38][CH2:39][CH2:40]1.[O:41]=[CH:42][N:43]([CH3:44])[CH3:45]>>[c:2]1([O:34][CH2:33][CH2:32][O:31][CH3:30])[n:3][cH:4][c:5]([C:6](=[O:7])[NH:8][c:9]2[s:10][c:11]3[c:12]([n:13]2)[c:14]([O:24][CH3:25])[cH:15][cH:16][c:17]3[N:18]2[CH2:19][CH2:20][O:21][CH2:22][CH2:23]2)[cH:26][cH:27]1. Starting materials: N1N=CC2=CC=C(C=C12)O (1H-indazol-6-ol), BrCCCBr (1,3-dibromopropane), C(=O)([O-])[O-].[K+].[K+] (K2CO3). The solvent is CCO (EtOH). Reaction conditions: time 8 hour. Yields the product BrCCCOC1=CC=C2C=NNC2=C1 (6-(3-bromopropoxy)-1H-indazole). The yield is 7.3%. RXN SMILES: [NH:1]1[C:9]2[C:4](=[CH:5][CH:6]=[C:7]([OH:10])[CH:8]=2)[CH:3]=[N:2]1.[Br:11][CH2:12][CH2:13][CH2:14]Br.C([O-])([O-])=O.[K+].[K+]>CCO>[Br:11][CH2:12][CH2:13][CH2:14][O:10][C:7]1[CH:8]=[C:9]2[C:4]([CH:3]=[N:2][NH:1]2)=[CH:5][CH:6]=1 |f:2.3.4|. Procedure: A mixture of 1H-indazol-6-ol (600 mg, 4.5 mmol), 1,3-dibromopropane (1.4 mL, 13.4 mmol) and anhydrous K2CO3 (618 mg, 4.5 mmol) in EtOH (20 mL) was heated to reflux and stirred overnight. Filtration gave a yellow solid which was purified by column chromatography (elution with PE/EtOAc=3:1) to afford 6-(3-bromopropoxy)-1H-indazole (intermediate 44) (84 mg, 7%) as a yellow oil. The reactants are C(C)OC(=O)N1CCC(CC1)N1C(N(C2=CC=C(C=C2C1=O)[N+](=O)[O-])CC)=O (3-(1-ethoxycarbonyl-4-piperidinyl)-1-ethyl-1,2,3,4-tetrahydro-6-nitro-2,4-dioxoquinazoline), C(C)OC(=O)N1CCC(CC1)N1C(N(C2=CC=C(C=C2C1=O)[N+](=O)[O-])CC)=O (3-(1-ethoxycarbonyl-4-piperidinyl)-1-ethyl-1,2,3,4-tetrahydro-6-nitro-2,4-dioxoquinazoline), Br.C(C)N1C(N(C(C2=CC(=CC=C12)[N+](=O)[O-])=O)C1CCNCC1)=O (1-ethyl -1,2,3,4-tetrahydro-6-nitro-2,4-dioxo-3-(4-piperidinyl)quinazoline hydrobromide), product, ClC1=NC2=CC(=C(C=C2C(=N1)Cl)OC)OC (2,4-dichloro-6,7-dimethoxy-quinazoline). Yields the product ClC1=NC2=CC(=C(C=C2C(=N1)N1CCC(CC1)N1C(N(C2=CC=C(C=C2C1=O)[N+](=O)[O-])CC)=O)OC)OC (3-[1-(2-Chloro-6,7-dimethoxy-4-quinazolinyl)-4-piperidinyl]-1-ethyl-1,2,3,4-tetrahydro-6-nitro-2,4-dioxoquinazoline). The yield is 78.0%. RXN SMILES: C(OC([N:6]1[CH2:11][CH2:10][CH:9]([N:12]2[C:21](=[O:22])[C:20]3[C:15](=[CH:16][CH:17]=[C:18]([N+:23]([O-:25])=[O:24])[CH:19]=3)[N:14]([CH2:26][CH3:27])[C:13]2=[O:28])[CH2:8][CH2:7]1)=O)C.Br.C(N1C2C(=CC([N+]([O-])=O)=CC=2)C(=O)N(C2CCNCC2)C1=O)C.[Cl:53][C:54]1[N:63]=[C:62](Cl)[C:61]2[C:56](=[CH:57][C:58]([O:67][CH3:68])=[C:59]([O:65][CH3:66])[CH:60]=2)[N:55]=1>>[Cl:53][C:54]1[N:63]=[C:62]([N:6]2[CH2:11][CH2:10][CH:9]([N:12]3[C:21](=[O:22])[C:20]4[C:15](=[CH:16][CH:17]=[C:18]([N+:23]([O-:25])=[O:24])[CH:19]=4)[N:14]([CH2:26][CH3:27])[C:13]3=[O:28])[CH2:8][CH2:7]2)[C:61]2[C:56](=[CH:57][C:58]([O:67][CH3:68])=[C:59]([O:65][CH3:66])[CH:60]=2)[N:55]=1 |f:1.2|. Reported procedure: The procedure similar to that described in Example 15 was repeated, except that 3.62 g (9.4 mmol) of 3-(1-ethoxycarbonyl-4-piperidinyl)-1-ethyl-1,2,3,4-tetrahydro-6-nitro-2,4-dioxoquinazoline (Compound ii) was used in place of Compound a, whereby 3.20 g of crude 1-ethyl -1,2,3,4-tetrahydro-6-nitro-2,4-dioxo-3-(4-piperidinyl)quinazoline hydrobromide (Compound jj) was obtained. The product (198.0 mg) was treated in the similar manner as in Example 40, except for the use of 2,4-dichloro-6,7-dimetho... Run at time 10 minute. Starting materials: C(Br)(Br)(Br)Br (CBr4), OCCCCCN(C(CCCCCC)=O)C(C)C (N-(5-hydroxypentyl)-N-isopropylheptanamide), O (water). Yield: 88.3%. Run in C(Cl)Cl (CH2Cl2). Product: BrCCCCCN(C(CCCCCC)=O)C(C)C (N-(5-Bromopentyl)-N-isopropylheptanamide). Reported procedure: TPP (4.45 g, 9.34 mmol) was added to a 0° C. solution of alcohol 6 (2.00 g, 7.78 mmol) in dry CH2Cl2 (50 mL). After 10 min, CBr4 (3.10 g, 9.34 mmol) was added and the stirring was continued at 0° C. After 2 h, water (20 mL) was added and the reaction mixture was extracted with EtOAc (3×50 mL). The combined extracts were washed with water (2×20 mL), brine (20 mL), dried over Na2SO4, and concentrated under reduced pressure. The residue was purified by SiO2 column chromatography using 30-35% ethyl ... As a reaction SMILES: O[CH2:2][CH2:3][CH2:4][CH2:5][CH2:6][N:7]([CH:16]([CH3:18])[CH3:17])[C:8](=[O:15])[CH2:9][CH2:10][CH2:11][CH2:12][CH2:13][CH3:14].C(Br)(Br)(Br)[Br:20].O>C(Cl)Cl>[Br:20][CH2:2][CH2:3][CH2:4][CH2:5][CH2:6][N:7]([CH:16]([CH3:18])[CH3:17])[C:8](=[O:15])[CH2:9][CH2:10][CH2:11][CH2:12][CH2:13][CH3:14].